Dataset: the Open Reaction Database (ORD), a public repository of structured organic reaction records. Task: describe an organic reaction: reactants, conditions, products, and yield Starting materials: ClCCl, COc1ccccc1CNc1ccccc1Oc1ccccc1, CCN(C(C)C)C(C)C, O=C(OC(Cl)(Cl)Cl)OC(Cl)(Cl)Cl. Product: COc1ccccc1CN(C(=O)Cl)c1ccccc1Oc1ccccc1. RXN SMILES: [CH2:45]([Cl:46])[Cl:47].[CH3:13][O:14][c:15]1[c:16]([CH2:17][NH:18][c:19]2[c:20]([O:25][c:26]3[cH:27][cH:28][cH:29][cH:30][cH:31]3)[cH:21][cH:22][cH:23][cH:24]2)[cH:32][cH:33][cH:34][cH:35]1.[CH:36]([N:37]([CH:38]([CH3:39])[CH3:40])[CH2:41][CH3:42])([CH3:43])[CH3:44].[Cl:1][C:2]([Cl:3])([O:4][C:5]([O:6][C:7]([Cl:9])([Cl:10])[Cl:11])=[O:8])[Cl:12]>>[O:6]=[C:7]([Cl:10])[N:18]([CH2:17][c:16]1[c:15]([O:14][CH3:13])[cH:35][cH:34][cH:33][cH:32]1)[c:19]1[c:20]([O:25][c:26]2[cH:27][cH:28][cH:29][cH:30][cH:31]2)[cH:21][cH:22][cH:23][cH:24]1. Procedure: Tert-butyl 4-{5-[2-fluoro-4-(methylsulfonyl)phenyl]-1H-benzo[d]imidazol-2-yl}piperidine-1-carboxylate (85 mg, 0.17 mmol) dissolved in THF (15 ml) and cooled to 0° C. Sodium hydride (9 mg, 0.342 mmol) added to the above mixture and stirred at the same temperature for 30 mins. To this mixture methyl iodide (48 mg, 0.342 mmol) added at same temperature and stirred the reaction mixture at rt for 3 h. Reaction mixture diluted with ice and worked up (EtOAc/H2O). Crude was purified by column chromatogr... Run in C1CCOC1 (THF). Run at temperature 0 celsius, time 30 minute. Product: FC1=C(C=CC(=C1)S(=O)(=O)C)C1=CC2=C(N(C(=N2)C2CCN(CC2)C(=O)OC(C)(C)C)C)C=C1 (Tert-butyl 4-{5-[2-fluoro-4-(methylsulfonyl)phenyl]-1-methyl-1H-benzo[d]imidazol-2-yl}piperidine-1-carboxylate). Reactants: CCOC(=O)C.O (EtOAc H2O), FC1=C(C=CC(=C1)S(=O)(=O)C)C1=CC2=C(NC(=N2)C2CCN(CC2)C(=O)OC(C)(C)C)C=C1 (Tert-butyl 4-{5-[2-fluoro-4-(methylsulfonyl)phenyl]-1H-benzo[d]imidazol-2-yl}piperidine-1-carboxylate), CI (methyl iodide), [H-].[Na+] (Sodium hydride). RXN SMILES: [F:1][C:2]1[CH:7]=[C:6]([S:8]([CH3:11])(=[O:10])=[O:9])[CH:5]=[CH:4][C:3]=1[C:12]1[CH:33]=[CH:32][C:15]2[NH:16][C:17]([CH:19]3[CH2:24][CH2:23][N:22]([C:25]([O:27][C:28]([CH3:31])([CH3:30])[CH3:29])=[O:26])[CH2:21][CH2:20]3)=[N:18][C:14]=2[CH:13]=1.[H-].[Na+].CI.[CH3:38]COC(C)=O.O>C1COCC1>[F:1][C:2]1[CH:7]=[C:6]([S:8]([CH3:11])(=[O:9])=[O:10])[CH:5]=[CH:4][C:3]=1[C:12]1[CH:33]=[CH:32][C:15]2[N:16]([CH3:38])[C:17]([CH:19]3[CH2:24][CH2:23][N:22]([C:25]([O:27][C:28]([CH3:30])([CH3:29])[CH3:31])=[O:26])[CH2:21][CH2:20]3)=[N:18][C:14]=2[CH:13]=1 |f:1.2,4.5|. The reactants are Cc1c(C(=O)O)cccc1[N+](=O)[O-], ClP(Cl)(Cl)(Cl)Cl, BrP(Br)(Br)(Br)Br, O=S(Cl)Cl, c1ccccc1. The product is Cc1c(C(=O)Cl)cccc1[N+](=O)[O-]. As a reaction SMILES: [CH3:1][c:2]1[c:3]([C:4](=[O:5])[OH:6])[cH:7][cH:8][cH:9][c:10]1[N+:11](=[O:12])[O-:13].[Cl:14][P:15]([Cl:16])([Cl:17])([Cl:18])[Cl:19].[P:20]([Br:21])([Br:22])([Br:23])([Br:24])[Br:25].[S:26]([Cl:27])([Cl:28])=[O:29].[cH:30]1[cH:31][cH:32][cH:33][cH:34][cH:35]1>>[CH3:1][c:2]1[c:3]([C:4](=[O:5])[Cl:14])[cH:7][cH:8][cH:9][c:10]1[N+:11](=[O:12])[O-:13]. Starting materials: O (water), NC1=C(C2=C(CSCC2)S1)C(C1=CC=C(C=C1)OC)=O (2-amino-4,5-dihydro-3-(4-methoxybenzoyl)-7H-thieno[2,3-c]thiopyrane), [Cl-].[Al+3].[Cl-].[Cl-] (aluminum chloride), C1(=CC=CC=C1)C (toluene), C1(=CC=CC=C1)C (toluene). The solvent is O1CCCC1 (tetrahydrofuran). The product is ClC=1C(=C2C(=NC1CCl)SC1=C2CCSC1)C1=CC=C(C=C1)OC (3—Chloro-2-chloromethyl-5,8-dihydro-4-(4-methoxyphenyl)-6H-thiopyrano[4′,3′:4,5]thieno[2,3-b]pyridine). Isolated yield 88.3%. RXN SMILES: [NH2:1][C:2]1[S:10][C:5]2[CH2:6][S:7][CH2:8][CH2:9][C:4]=2[C:3]=1[C:11](=O)[C:12]1[CH:17]=[CH:16][C:15]([O:18][CH3:19])=[CH:14][CH:13]=1.[Cl-:21].[Al+3].[Cl-:23].[Cl-].[C:25]1([CH3:31])C=CC=C[CH:26]=1.O>O1CCCC1>[Cl:21][C:26]1[C:11]([C:12]2[CH:17]=[CH:16][C:15]([O:18][CH3:19])=[CH:14][CH:13]=2)=[C:3]2[C:4]3[CH2:9][CH2:8][S:7][CH2:6][C:5]=3[S:10][C:2]2=[N:1][C:25]=1[CH2:31][Cl:23] |f:1.2.3.4|. Reported procedure: To a mixture of 2-amino-4,5-dihydro-3-(4-methoxybenzoyl)-7H-thieno[2,3-c]thiopyrane (9.557 kg), 1,3-dicholoroacetone (4.172 kg) in tetrahydrofuran (48,79 L) was added aluminum chloride (5.424 kg) divided in 4 portions. Then, the mixture was stirred under reflux for 4.5 hours and toluene (38.74 L) was added at 10° C. or lower, followed by dropwise addition of water (47.79 L). After addition of toluene (56.83 L), the mixture was stirred and the organic layer was separated, washed with water, satur... Starting materials: OCC(=O)NC[C@@H]1CN(CCO1)C(=O)OC(C)(C)C ((R)-tert-butyl 2-((2-hydroxyacetamido)methyl)morpholine-4-carboxylate). The solvent is C(Cl)Cl.C(=O)(C(F)(F)F)O (DCM TFA). Yields the product OCC(=O)NC[C@@H]1CNCCO1 ((S)-2-hydroxy-N-(morpholin-2-ylmethyl)acetamide). RXN SMILES: [OH:1][CH2:2][C:3]([NH:5][CH2:6][C@H:7]1[O:12][CH2:11][CH2:10][N:9](C(OC(C)(C)C)=O)[CH2:8]1)=[O:4]>C(Cl)Cl.C(O)(C(F)(F)F)=O>[OH:1][CH2:2][C:3]([NH:5][CH2:6][C@H:7]1[O:12][CH2:11][CH2:10][NH:9][CH2:8]1)=[O:4] |f:1.2|. Procedure details: (R)-tert-butyl 2-((2-hydroxyacetamido)methyl)morpholine-4-carboxylate (1.0 equiv.) was dissolved in DCM:TFA (4:1, 0.5 M) and stirred at room temperature. After one hour the solution was concentrated to yield (S)-2-hydroxy-N-(morpholin-2-ylmethyl)acetamide. LCMS (m/z) (M+H)=175.1, Rt=0.12 min. The reactants are O=C([O-])[O-], CCc1nc2ccccc2[nH]1, O=C(c1nc2c(N3CCOCC3)nc(Cl)nc2s1)N1CC(N2CCOCC2)C1, [Cs+], [Cs+], CN(C)C=O, O=C(C=Cc1ccccc1)C=Cc1ccccc1, O=C(C=Cc1ccccc1)C=Cc1ccccc1, O=C(C=Cc1ccccc1)C=Cc1ccccc1, [Pd], [Pd]. The product is CCc1nc2ccccc2n1-c1nc(N2CCOCC2)c2nc(C(=O)N3CC(N4CCOCC4)C3)sc2n1. RXN SMILES: [C:40](=[O:41])([O-:42])[O-:43].[CH2:29]([CH3:30])[c:31]1[nH:32][c:33]2[c:34]([n:35]1)[cH:36][cH:37][cH:38][cH:39]2.[Cl:1][c:2]1[n:3][c:4]([N:23]2[CH2:24][CH2:25][O:26][CH2:27][CH2:28]2)[c:5]2[c:6]([n:7]1)[s:8][c:9]([C:11](=[O:12])[N:13]1[CH2:14][CH:15]([N:17]3[CH2:18][CH2:19][O:20][CH2:21][CH2:22]3)[CH2:16]1)[n:10]2.[Cs+:44].[Cs+:45].[O:46]=[CH:47][N:48]([CH3:49])[CH3:50].[O:53]=[C:54]([CH:55]=[CH:56][c:57]1[cH:58][cH:59][cH:60][cH:61][cH:62]1)[CH:63]=[CH:64][c:65]1[cH:66][cH:67][cH:68][cH:69][cH:70]1.[O:71]=[C:72]([CH:73]=[CH:74][c:75]1[cH:76][cH:77][cH:78][cH:79][cH:80]1)[CH:81]=[CH:82][c:83]1[cH:84][cH:85][cH:86][cH:87][cH:88]1.[O:89]=[C:90]([CH:91]=[CH:92][c:93]1[cH:94][cH:95][cH:96][cH:97][cH:98]1)[CH:99]=[CH:100][c:101]1[cH:102][cH:103][cH:104][cH:105][cH:106]1.[Pd:51].[Pd:52]>>[c:2]1(-[n:32]2[c:31]([CH2:29][CH3:30])[n:35][c:34]3[c:33]2[cH:39][cH:38][cH:37][cH:36]3)[n:3][c:4]([N:23]2[CH2:24][CH2:25][O:26][CH2:27][CH2:28]2)[c:5]2[c:6]([n:7]1)[s:8][c:9]([C:11](=[O:12])[N:13]1[CH2:14][CH:15]([N:17]3[CH2:18][CH2:19][O:20][CH2:21][CH2:22]3)[CH2:16]1)[n:10]2. Reactants: ClC(C(OC)OC)C (2-chloro-1,1-bis(methyloxy)propane), Cl (hydrochloric acid), CN (methylamine), ClC(C=O)C (2-chloropropionaldehyde), C([O-])(O)=O.[Na+] (sodium bicarbonate), C(C(=O)CC(=O)O)C(=O)O (1,3-acetonedicarboxylic acid), ClC(C=O)C (2-chloropropionaldehyde), Cl (hydrochloric acid). The solvent is O (water), O1CCOCC1 (1,4-dioxan), O (water). Conditions: temperature 110 celsius. The product is C(=O)(O)CC=1N(C(=CC1C(=O)O)C)C (2-(Carboxymethyl)-1,5-dimethyl-1H-pyrrole-3-carboxylic acid), solid. As a reaction SMILES: Cl[CH:2]([CH3:8])[CH:3]([O:6]C)[O:4]C.Cl.C(=O)(O)[O-].[Na+].ClC(C)C=O.[CH3:20][NH2:21].[CH2:22]([C:29](O)=O)[C:23]([CH2:25][C:26]([OH:28])=[O:27])=O>O.O1CCOCC1>[C:3]([CH2:2][C:8]1[N:21]([CH3:20])[C:22]([CH3:29])=[CH:23][C:25]=1[C:26]([OH:28])=[O:27])([OH:6])=[O:4] |f:2.3|. Reported procedure: A mixture of 2-chloro-1,1-bis(methyloxy)propane (31 ml), 1,4-dioxan (20 ml), water (20 ml) and concentrated hydrochloric acid (7.2 ml) was heated under reflux for 30 minutes. After cooling in an ice bath, sodium bicarbonate (7.2 g) was added portionwise. The mixture which contained 2-chloropropionaldehyde was stirred for stirred for a further thirty minutes. In the meantime methylamine (40% in water, 110 ml) and water (20 ml) were cooled in an ice bath and 1,3-acetonedicarboxylic acid (20 g) was... The reactants are CCN(C(C)C)C(C)C (DIPEA), CN1CCNCC1 (N-methylpiperazine), ClC1=C(N=C(S1)NC(=O)N(C1CCCCC1)C1CCCCC1)CC(=O)OCC (ethyl {5-chloro-2-[3,3-dicyclohexylureido]-thiazol-4-yl}-acetate). The solvent is C(Cl)Cl (methylene chloride). Conditions: time 48 hour. Yields the product C1(CCCCC1)N(C(NC=1SC(=C(N1)CC(=O)OCC)N1CCN(CC1)C)=O)C1CCCCC1 (ethyl {2-[3,3-dicyclohexylureido]-5-[4-methylpiperazin-1-yl]-thiazol-4-yl}-acetate). As a reaction SMILES: CCN(C(C)C)C(C)C.[CH3:10][N:11]1[CH2:16][CH2:15][NH:14][CH2:13][CH2:12]1.Cl[C:18]1[S:22][C:21]([NH:23][C:24]([N:26]([CH:33]2[CH2:38][CH2:37][CH2:36][CH2:35][CH2:34]2)[CH:27]2[CH2:32][CH2:31][CH2:30][CH2:29][CH2:28]2)=[O:25])=[N:20][C:19]=1[CH2:39][C:40]([O:42][CH2:43][CH3:44])=[O:41]>C(Cl)Cl>[CH:27]1([N:26]([CH:33]2[CH2:38][CH2:37][CH2:36][CH2:35][CH2:34]2)[C:24](=[O:25])[NH:23][C:21]2[S:22][C:18]([N:14]3[CH2:15][CH2:16][N:11]([CH3:10])[CH2:12][CH2:13]3)=[C:19]([CH2:39][C:40]([O:42][CH2:43][CH3:44])=[O:41])[N:20]=2)[CH2:32][CH2:31][CH2:30][CH2:29][CH2:28]1. Procedure: DIPEA (60 μl, 0.35 mmol) and N-methylpiperazine (33 μl, 0.298) were added to a solution of ethyl {5-chloro-2-[3,3-dicyclohexylureido]-thiazol-4-yl}-acetate (100 mg, 0.234 mmol) in methylene chloride (5 mL). The reaction mixture was stirred at room temperature for 48 h, filtered and evaporated to dryness in vacuo. The crude product was purified by HPLC to give ethyl {2-[3,3-dicyclohexylureido]-5-[4-methylpiperazin-1-yl]-thiazol-4-yl}-acetate. Yield: 13 mg (11%). The product is CC1=NN(C=N1)C1=C2C=CC(NC2=CC=N1)=O (5-(3-methyl-1H-1,2,4-triazole-1-yl)-1,6-naphthyridin-2(1H)-one). The reactants are BrC1=C2C=CC(NC2=CC=N1)=O (5-bromo-1,6-naphthyridin-2(1H)-one), CC1=NNC=N1 (3-methyl-1H-1,2,4-triazole), BrC1=C2C=CC(NC2=CC=N1)=O (5-bromo-1,6-naphthyridin-2(1H)-one). The solvent is CN1C(CCC1)=O (N-methylpyrrolidinone). The yield is 44.8%. Procedure: A stirred mixture containing 13.5 g of 5-bromo-1,6-naphthyridin-2(1H)-one, 20 g of 3-methyl-1H-1,2,4-triazole and 75 ml of N-methylpyrrolidinone was heated in an oil bath at 170°-180° C. for 18 hours and then cooled to room temperature whereupon a tan solid crystallized out. The mixture was diluted by adding 125 ml of water and the separated solid was collected, washed with water, air-dried and combined with another 1.2 g sample of the same material obtained in another run starting with 2.25 g o... Reaction SMILES: Br[C:2]1[N:11]=[CH:10][CH:9]=[C:8]2[C:3]=1[CH:4]=[CH:5][C:6](=[O:12])[NH:7]2.[CH3:13][C:14]1[N:18]=[CH:17][NH:16][N:15]=1>CN1CCCC1=O>[CH3:13][C:14]1[N:18]=[CH:17][N:16]([C:2]2[N:11]=[CH:10][CH:9]=[C:8]3[C:3]=2[CH:4]=[CH:5][C:6](=[O:12])[NH:7]3)[N:15]=1.